Dataset: the Open Reaction Database (ORD), a public repository of structured organic reaction records. Task: describe an organic reaction: reactants, conditions, products, and yield Reported procedure: (±)1-(2-Furyl)-1-(2-methoxyphenyl)ethanol (b.p. 115°-118° C./0.15 mm.Hg; m.p. 64°-66° C.) was prepared by the procedure hereinbefore described in (i) for the preparation of (±) 2-α-hydroxybenzylfuran but replacing the furfuraldehyde by 2-acetylfuran [described by Levine et al, J.A.C.S. 71, 1208,(1949)] and the bromobenzene by 2-methoxybromobenzene. Reaction SMILES: OC(C1OC=CC=1)C1C=CC=CC=1.[C:14]([C:17]1[O:18][CH:19]=[CH:20][CH:21]=1)(=[O:16])[CH3:15].BrC1C=CC=CC=1.[CH3:29][O:30][C:31]1[CH:36]=[CH:35][CH:34]=[CH:33][C:32]=1Br>>[O:18]1[CH:19]=[CH:20][CH:21]=[C:17]1[C:14]([C:32]1[CH:33]=[CH:34][CH:35]=[CH:36][C:31]=1[O:30][CH3:29])([OH:16])[CH3:15]. Reactants: BrC1=CC=CC=C1 (bromobenzene), ( i ), OC(C1=CC=CC=C1)C=1OC=CC1 ((±) 2-α-hydroxybenzylfuran), COC1=C(C=CC=C1)Br (2-methoxybromobenzene), C(C)(=O)C=1OC=CC1 (2-acetylfuran). The product is O1C(=CC=C1)C(C)(O)C1=C(C=CC=C1)OC ((±)1-(2-Furyl)-1-(2-methoxyphenyl)ethanol). The reactants are BrC1=CC(=C(N)C=C1OC1=C(C=C(C=C1)F)F)[N+](=O)[O-] (4-bromo-5-(2,4-difluorophenoxy)-2-nitroaniline), C(C)(=O)O (acetic acid). Reagents/catalysts: [Fe] (iron). Solvent: O1CCCC1 (tetrahydrofuran), C(C)(=O)OCC (ethyl acetate). Run at temperature 60 celsius, time 1 hour. Product: BrC=1C=C(C(=CC1OC1=C(C=C(C=C1)F)F)N)N (4-Bromo-5-(2,4-difluorophenoxy)benzene-1,2-diamine). The yield is 99.8%. RXN SMILES: [Br:1][C:2]1[C:8]([O:9][C:10]2[CH:15]=[CH:14][C:13]([F:16])=[CH:12][C:11]=2[F:17])=[CH:7][C:5]([NH2:6])=[C:4]([N+:18]([O-])=O)[CH:3]=1.C(O)(=O)C>O1CCCC1.C(OCC)(=O)C.[Fe]>[Br:1][C:2]1[CH:3]=[C:4]([NH2:18])[C:5]([NH2:6])=[CH:7][C:8]=1[O:9][C:10]1[CH:15]=[CH:14][C:13]([F:16])=[CH:12][C:11]=1[F:17]. Reported procedure: A suspension of 4-bromo-5-(2,4-difluorophenoxy)-2-nitroaniline (0.406 g, 1.18 mmol) in tetrahydrofuran (5.0 mL) was treated with iron (0.657 g, 11.8 mmol), followed by acetic acid (4.9 mL, 87 mmol) and stirred at 60° C. for 1 h. The reaction mixture was diluted with ethyl acetate and quenched carefully with saturated sodium bicarbonate. The organic layer was separated and washed again with saturated sodium bicarbonate and brine, dried with magnesium sulfate, filtered, and concentrated to give th... Starting materials: Cl.Cl.C(C)OC(=O)C1(CCN(CC1)C1=CC=NC=C1)COC1=CC=C2C=CC(=CC2=C1Cl)C(N)=N (4-(2-amidino-8-chloronaphthalen-7-yloxymethyl)-1-(pyridin-4-yl)piperidine-4-carboxylic acid ethyl ester dihydrochloride). Solvent: Cl (hydrochloric acid). Product: Cl.Cl.C(N)(=N)C1=CC2=C(C(=CC=C2C=C1)OCC1(CCN(CC1)C1=CC=NC=C1)C(=O)O)Cl (4-(2-Amidino-8-chloronaphthalen-7-yloxymethyl)-1-(pyridin-4-yl)piperidine-4-carboxylic Acid Dihydrochloride). Isolated yield 132.5%. Reaction SMILES: [ClH:1].Cl.C([O:5][C:6]([C:8]1([CH2:20][O:21][C:22]2[C:31]([Cl:32])=[C:30]3[C:25]([CH:26]=[CH:27][C:28]([C:33](=[NH:35])[NH2:34])=[CH:29]3)=[CH:24][CH:23]=2)[CH2:13][CH2:12][N:11]([C:14]2[CH:19]=[CH:18][N:17]=[CH:16][CH:15]=2)[CH2:10][CH2:9]1)=[O:7])C>Cl>[ClH:32].[ClH:1].[C:33]([C:28]1[CH:27]=[CH:26][C:25]2[C:30](=[C:31]([Cl:32])[C:22]([O:21][CH2:20][C:8]3([C:6]([OH:7])=[O:5])[CH2:9][CH2:10][N:11]([C:14]4[CH:15]=[CH:16][N:17]=[CH:18][CH:19]=4)[CH2:12][CH2:13]3)=[CH:23][CH:24]=2)[CH:29]=1)(=[NH:34])[NH2:35] |f:0.1.2,4.5.6|. Procedure: A solution of 4-(2-amidino-8-chloronaphthalen-7-yloxymethyl)-1-(pyridin-4-yl)piperidine-4-carboxylic acid ethyl ester dihydrochloride (78 mg) in conc. hydrochloric acid was stirred at 50° C.-100° C. for 3 hours. After completion of the reaction, the solvent was evaporated and the obtained residue was separated by HPLC (0.05% aqueous trifluoroacetic acid:methanol=1:1). The obtained residue was treated with hydrogen chloride-ethanol and dried under reduced pressure to give the title compound (49 m... Reported procedure: The title compound was prepared from 3-amino-6-bromo-5-(trifluoromethyl)picolinohydrazide (Intermediate H) and 2-hydroxy-2-methylpropanoic acid analogously to Example 10 (leave out step 4); Reaction SMILES: [NH2:1][C:2]1[C:3]([C:13]([NH:15][NH2:16])=[O:14])=[N:4][C:5]([Br:12])=[C:6]([C:8]([F:11])([F:10])[F:9])[CH:7]=1.[OH:17][C:18]([CH3:23])([CH3:22])[C:19](O)=O>>[NH2:1][C:2]1[C:3]([C:13]2[O:14][C:19]([C:18]([OH:17])([CH3:23])[CH3:22])=[N:16][N:15]=2)=[N:4][C:5]([Br:12])=[C:6]([C:8]([F:11])([F:9])[F:10])[CH:7]=1. The reactants are NC=1C(=NC(=C(C1)C(F)(F)F)Br)C(=O)NN (3-amino-6-bromo-5-(trifluoromethyl)picolinohydrazide), NC=1C(=NC(=C(C1)C(F)(F)F)Br)C(=O)NN (3-amino-6-bromo-5-(trifluoromethyl)picolinohydrazide), OC(C(=O)O)(C)C (2-hydroxy-2-methylpropanoic acid). Product: NC=1C(=NC(=C(C1)C(F)(F)F)Br)C1=NN=C(O1)C(C)(C)O (2-(5-(3-Amino-6-bromo-5-(trifluoromethyl)pyridin-2-yl)-1,3,4-oxadiazol-2-yl)propan-2-ol). The product is CS(=O)(=O)OC1CC(CO)N(C(=O)OCc2ccccc2)C1. Starting materials: [BH4-], CS(=O)(=O)OC1CC(C(=O)O)N(C(=O)OCc2ccccc2)C1, CC(=O)O, [Na+], C1CCOC1. RXN SMILES: [BH4-:1].[CH2:3]([c:4]1[cH:5][cH:6][cH:7][cH:8][cH:9]1)[O:10][C:11](=[O:12])[N:13]1[CH:14]([C:23](=[O:24])[OH:25])[CH2:15][CH:16]([O:18][S:19](=[O:20])(=[O:21])[CH3:22])[CH2:17]1.[CH3:26][C:27](=[O:28])[OH:29].[Na+:2].[O:30]1[CH2:31][CH2:32][CH2:33][CH2:34]1>>[CH2:3]([c:4]1[cH:5][cH:6][cH:7][cH:8][cH:9]1)[O:10][C:11](=[O:12])[N:13]1[CH:14]([CH2:23][OH:24])[CH2:15][CH:16]([O:18][S:19](=[O:20])(=[O:21])[CH3:22])[CH2:17]1.